Dataset: the Open Reaction Database (ORD), a public repository of structured organic reaction records. Task: describe an organic reaction: reactants, conditions, products, and yield Starting materials: [OH-].[Na+] (sodium hydroxide), C(C)OC(=O)C=1C=NC2=CC(=C(C=C2C1O)F)F (6,7-difluoro-4-hydroxy-3-quinolinecarboxylic acid ethyl ester), C(C)(=O)O (acetic acid). The solvent is Cl (hydrochloric acid). Product: C(C)N1C=C(C(C2=CC(=C(C=C12)F)F)=O)C(=O)O (1-ethyl-6,7-difluoro-1,4-dihydro-4-oxo-3-quinolinecarboxylic acid). Reaction SMILES: C([O:3][C:4]([C:6]1[CH:7]=[N:8][C:9]2[C:14]([C:15]=1[OH:16])=[CH:13][C:12]([F:17])=[C:11]([F:18])[CH:10]=2)=[O:5])C.[OH-].[Na+].[C:21](O)(=O)[CH3:22]>Cl>[CH2:21]([N:8]1[C:9]2[C:14](=[CH:13][C:12]([F:17])=[C:11]([F:18])[CH:10]=2)[C:15](=[O:16])[C:6]([C:4]([OH:3])=[O:5])=[CH:7]1)[CH3:22] |f:1.2|. Procedure: A 4.1 g portion of the above ester in 50 ml of 37% hydrochloric acid was refluxed overnight, then cooled, basified with sodium hydroxide and then acidified with glacial acetic acid. The solid was collected, washed with water, methanol, ether and dried, giving 3.6 g of 1-ethyl-6,7-difluoro-1,4-dihydro-4-oxo-3-quinolinecarboxylic acid. Starting materials: O=C1C(CCC1)C(=O)OCC (ethyl 2-oxocyclopentanecarboxylate), O1C(CCCC1)OCCCBr (1-(tetrahydropyranyloxy)-3-bromopropane), C([O-])([O-])=O.[K+].[K+] (potassium carbonate). Run in CC(=O)C (acetone). Conditions: time 8 hour. The product is O1C(CCCC1)OCCCC1(C(CCC1)=O)C(=O)OCC (2-[3-(tetrahydropyranyloxy)propyl]-2-ethoxycarbonylcyclopentanone). RXN SMILES: [O:1]=[C:2]1[CH2:6][CH2:5][CH2:4][CH:3]1[C:7]([O:9][CH2:10][CH3:11])=[O:8].[O:12]1[CH2:17][CH2:16][CH2:15][CH2:14][CH:13]1[O:18][CH2:19][CH2:20][CH2:21]Br.C(=O)([O-])[O-].[K+].[K+]>CC(C)=O>[O:12]1[CH2:17][CH2:16][CH2:15][CH2:14][CH:13]1[O:18][CH2:19][CH2:20][CH2:21][C:3]1([C:7]([O:9][CH2:10][CH3:11])=[O:8])[CH2:4][CH2:5][CH2:6][C:2]1=[O:1] |f:2.3.4|. Procedure details: A mixture of 2.0 g (12.8 mmol) ethyl 2-oxocyclopentanecarboxylate, 5.71 g (25.6 mmol) 1-(tetrahydropyranyloxy)-3-bromopropane, 7.08 g (52.2 mmol) powdered potassium carbonate and 60 ml acetone is heated to 60° under nitrogen with stirring for 8 h. The reaction mixture is cooled to room temperature, filtered and evaporated to give a yellow orange liquid which is purified by flash chromatography using 1:9 ethyl acetate/hexane to yield 2-[3-(tetrahydropyranyloxy)propyl]-2-ethoxycarbonylcyclopentano...